Dataset: the Open Reaction Database (ORD), a public repository of structured organic reaction records. Task: describe an organic reaction: reactants, conditions, products, and yield Reactants: O=C([O-])O, [Cl-], O=C(Cl)OCC1c2ccccc2-c2ccccc21, ClCCl, OCC1COCC(c2cc(F)c(F)c(F)c2)N1, [NH4+], [Na+]. Yields the product O=C(OCC1c2ccccc2-c2ccccc21)N1C(CO)COCC1c1cc(F)c(F)c(F)c1. RXN SMILES: [C:36](=[O:37])([OH:38])[O-:39].[Cl-:41].[Cl:1][C:2](=[O:3])[O:4][CH2:5][CH:6]1[c:7]2[cH:8][cH:9][cH:10][cH:11][c:12]2-[c:13]2[cH:14][cH:15][cH:16][cH:17][c:18]21.[Cl:43][CH2:44][Cl:45].[F:19][c:20]1[cH:21][c:22]([CH:28]2[NH:29][CH:30]([CH2:34][OH:35])[CH2:31][O:32][CH2:33]2)[cH:23][c:24]([F:27])[c:25]1[F:26].[NH4+:42].[Na+:40]>>[C:2](=[O:3])([O:4][CH2:5][CH:6]1[c:7]2[cH:8][cH:9][cH:10][cH:11][c:12]2-[c:13]2[cH:14][cH:15][cH:16][cH:17][c:18]21)[N:29]1[CH:28]([c:22]2[cH:21][c:20]([F:19])[c:25]([F:26])[c:24]([F:27])[cH:23]2)[CH2:33][O:32][CH2:31][CH:30]1[CH2:34][OH:35]. Reactants: Cc1cc(OCc2ccccc2)c2cc(C(=O)N(C)C)[nH]c2c1, CO, COCCOC. The product is Cc1cc(O)c2cc(C(=O)N(C)C)[nH]c2c1. As a reaction SMILES: [CH2:1]([c:2]1[cH:3][cH:4][cH:5][cH:6][cH:7]1)[O:8][c:9]1[c:10]2[cH:11][c:12]([C:19](=[O:20])[N:21]([CH3:22])[CH3:23])[nH:13][c:14]2[cH:15][c:16]([CH3:18])[cH:17]1.[CH3:24][OH:25].[CH3:26][O:27][CH2:28][CH2:29][O:30][CH3:31]>>[OH:8][c:9]1[c:10]2[cH:11][c:12]([C:19](=[O:20])[N:21]([CH3:22])[CH3:23])[nH:13][c:14]2[cH:15][c:16]([CH3:18])[cH:17]1.